This data is from the Open Reaction Database (ORD), a public repository of structured organic reaction records. The task is: describe an organic reaction: reactants, conditions, products, and yield Starting materials: [Na] (sodium), Cl.NC(=N)N (guanidine hydrochloride), [Na] (sodium), C(#N)C(CCCCN(C1=CC=C(C(=O)OCC)C=C1)S(=O)(=O)C1=CC=C(C)C=C1)C(=O)OCC (ethyl 4-[(5-cyano-6-ethoxy-6-oxohexyl)tosylamino]benzoate). The solvent is C(C)(=O)O (acetic acid), C(C)(=O)O (acetic acid), C(C)O (ethanol), C(C)O (ethanol), C(C)(=O)O (acetic acid), C(C)O (ethanol), C(C)(=O)OCC (ethyl acetate), C(C)O (ethanol), C(C)O (ethanol). Reaction conditions: time 30 minute. Product: NC=1NC(C(=C(N1)N)CCCCN(C1=CC=C(C(=O)O)C=C1)S(=O)(=O)C1=CC=C(C)C=C1)=O (4-[[4-(2,4-Diamino-1,6-dihydro-6-oxo-5-pyrimidinyl)butyl]tosylamino]benzoic acid). Reaction SMILES: [Na].Cl.[NH2:3][C:4]([NH2:6])=[NH:5].[C:7]([CH:9]([C:36](OCC)=[O:37])[CH2:10][CH2:11][CH2:12][CH2:13][N:14]([S:26]([C:29]1[CH:35]=[CH:34][C:32]([CH3:33])=[CH:31][CH:30]=1)(=[O:28])=[O:27])[C:15]1[CH:25]=[CH:24][C:18]([C:19]([O:21]CC)=[O:20])=[CH:17][CH:16]=1)#[N:8]>C(O)C.C(O)(=O)C.C(OCC)(=O)C>[NH2:5][C:4]1[NH:6][C:36](=[O:37])[C:9]([CH2:10][CH2:11][CH2:12][CH2:13][N:14]([S:26]([C:29]2[CH:35]=[CH:34][C:32]([CH3:33])=[CH:31][CH:30]=2)(=[O:28])=[O:27])[C:15]2[CH:25]=[CH:24][C:18]([C:19]([OH:21])=[O:20])=[CH:17][CH:16]=2)=[C:7]([NH2:8])[N:3]=1 |f:1.2,^1:0|. Procedure details: To a solution of 0.377 g (0.0164 mol) of sodium in 8 mL of absolute ethanol under nitrogen was added 1.04 g (0.0109 mol) of guanidine hydrochloride and 1 mL of rinse absolute ethanol. The mixture was stirred for 30 min, and to it was added a solution of 2.73 g (0.00546 mol) of ethyl 4-[(5-cyano-6-ethoxy-6-oxohexyl)tosylamino]benzoate.0.15 ethyl acetate in 6 mL of absolute ethanol and then 7 mL of rinse absolute ethanol. The mixture was refluxed for 4 h and was allowed to cool to room temperature... Reported procedure: The procedure of Example 1 was employed utilizing N-3-methylphenyl-N-benzylamine and phenyl phosphonic dichloride. The reaction of the dilithio compound and the phenyl phosphonic dichloride was conducted at 0° C. The crude product produced as a result of the chromatographic separation was crystallized from diethyl ether then recrystallized from carbon tetrachloride to yield 1-phenyl-2-(3-methylphenyl)-2,3-dihydro-1H-2,1-benzazaphosphole-1-oxide as a yellow solid. A second crop was obtained to gi... Starting materials: CC=1C=C(C=CC1)NCC1=CC=CC=C1 (N-3-methylphenyl-N-benzylamine), C1(=CC=CC=C1)P(=O)(Cl)Cl (phenyl phosphonic dichloride), C1(=CC=CC=C1)P(=O)(Cl)Cl (phenyl phosphonic dichloride), dilithio. Yields the product C1(=CC=CC=C1)P1(N(CC2=C1C=CC=C2)C2=CC(=CC=C2)C)=O (1-phenyl-2-(3-methylphenyl)-2,3-dihydro-1H-2,1-benzazaphosphole-1-oxide). RXN SMILES: [CH3:1][C:2]1[CH:3]=[C:4]([NH:8][CH2:9][C:10]2[CH:15]=[CH:14][CH:13]=[CH:12][CH:11]=2)[CH:5]=[CH:6][CH:7]=1.[C:16]1([P:22](Cl)(Cl)=[O:23])[CH:21]=[CH:20][CH:19]=[CH:18][CH:17]=1>>[C:16]1([P:22]2(=[O:23])[C:11]3[CH:12]=[CH:13][CH:14]=[CH:15][C:10]=3[CH2:9][N:8]2[C:4]2[CH:5]=[CH:6][CH:7]=[C:2]([CH3:1])[CH:3]=2)[CH:21]=[CH:20][CH:19]=[CH:18][CH:17]=1.